Dataset: the Open Reaction Database (ORD), a public repository of structured organic reaction records. Task: describe an organic reaction: reactants, conditions, products, and yield Starting materials: [BH4-], CCO, COC(=O)c1ccc2c(c1)C(C(=O)NC1CCN(CC3CCCCCCC3)CC1)c1cc(C=O)ccc1O2, [Na+], [Na+], [Na+], O, O, O, O, O, O, O, O, O, O, O=S(=O)([O-])[O-]. Product: COC(=O)c1ccc2c(c1)C(C(=O)NC1CCN(CC3CCCCCCC3)CC1)c1cc(CO)ccc1O2. Reaction SMILES: [BH4-:39].[CH3:58][CH2:59][OH:60].[CH:1]1([CH2:9][N:10]2[CH2:11][CH2:12][CH:13]([NH:16][C:17](=[O:18])[CH:19]3[c:20]4[cH:21][c:22]([C:35](=[O:36])[O:37][CH3:38])[cH:23][cH:24][c:25]4[O:26][c:27]4[cH:28][cH:29][c:30]([CH:33]=[O:34])[cH:31][c:32]43)[CH2:14][CH2:15]2)[CH2:2][CH2:3][CH2:4][CH2:5][CH2:6][CH2:7][CH2:8]1.[Na+:40].[Na+:56].[Na+:57].[OH2:41].[OH2:42].[OH2:43].[OH2:44].[OH2:45].[OH2:46].[OH2:47].[OH2:48].[OH2:49].[OH2:50].[S:51]([O-:52])([O-:53])(=[O:54])=[O:55]>>[CH:1]1([CH2:9][N:10]2[CH2:11][CH2:12][CH:13]([NH:16][C:17](=[O:18])[CH:19]3[c:20]4[cH:21][c:22]([C:35](=[O:36])[O:37][CH3:38])[cH:23][cH:24][c:25]4[O:26][c:27]4[cH:28][cH:29][c:30]([CH2:33][OH:34])[cH:31][c:32]43)[CH2:14][CH2:15]2)[CH2:2][CH2:3][CH2:4][CH2:5][CH2:6][CH2:7][CH2:8]1. Reactants: C1=NC=CC=2C(=CC=CC12)S(=O)(=O)Cl (5-isoquinolinesulfonyl chloride), COC=1C=C(N)C=CC1OC (3,4-dimethoxyaniline), Cl (HCl). The solvent is N1=CC=CC=C1 (pyridine). Run at time 30 minute. Product: COC=1C=C(C=CC1OC)NS(=O)(=O)C=1C=2C=CN=CC2C=CC1 (N-(3,4-Dimethoxyphenyl)-5-Isoquinolinesulfonamide). The yield is 82.0%. As a reaction SMILES: [CH3:1][O:2][C:3]1[CH:4]=[C:5]([CH:7]=[CH:8][C:9]=1[O:10][CH3:11])[NH2:6].[CH:12]1[C:21]2[CH:20]=[CH:19][CH:18]=[C:17]([S:22](Cl)(=[O:24])=[O:23])[C:16]=2[CH:15]=[CH:14][N:13]=1.Cl>N1C=CC=CC=1>[CH3:1][O:2][C:3]1[CH:4]=[C:5]([NH:6][S:22]([C:17]2[C:16]3[CH:15]=[CH:14][N:13]=[CH:12][C:21]=3[CH:20]=[CH:19][CH:18]=2)(=[O:23])=[O:24])[CH:7]=[CH:8][C:9]=1[O:10][CH3:11]. Reported procedure: 3.06 g of 3,4-dimethoxyaniline was dissolved in 30 ml of pyridine, to the solution was added in small portions 5.28 g of 5-isoquinolinesulfonyl chloride.HCl with stirring under ice cooling, and the mixture was stirred for 30 minutes, and further stirred at a room temperature overnight. After evaporating off the pyridine under a reduced pressure and additing 20 ml of water, the mixture was extracted twice with 50 ml of chloroform/isopropanol (10:1). The extract was dried over magnesium sulfate an... Conditions: temperature 80 celsius. The solvent is O1CCOCC1 (dioxane), CO (methanol). Procedure: To a suspension of 1-(6-bromo-4-((1-(1-methylpiperidin-4-yl)-1H-pyrazol-4-yl)amino)quinolin-3-yl)ethanone (50 mg, 0.116 mmol), 2,6-dichloro-4-(4,4,5,5-tetramethyl-1,3,2-dioxaborolan-2-yl)phenol (43 mg, 0.15 mmol) and Pd(dppf)Cl2 (11 mg, 0.015 mmol) in dioxane (4 mL) was added Cs2CO3 (1.0 M in H2O, 0.4 mL, 0.4 mmol). N2 gas was bubbled through the reaction mixture and the mixture was then heated at 80° C. for 2 h. The solution was allowed to cool to room temperature, diluted with a saturated NaHC... The reactants are BrC=1C=C2C(=C(C=NC2=CC1)C(C)=O)NC=1C=NN(C1)C1CCN(CC1)C (1-(6-bromo-4-((1-(1-methylpiperidin-4-yl)-1H-pyrazol-4-yl)amino)quinolin-3-yl)ethanone), ClC1=C(C(=CC(=C1)B1OC(C(O1)(C)C)(C)C)Cl)O (2,6-dichloro-4-(4,4,5,5-tetramethyl-1,3,2-dioxaborolan-2-yl)phenol), Cl (HCl), C(=O)([O-])[O-].[Cs+].[Cs+] (Cs2CO3). RXN SMILES: Br[C:2]1[CH:3]=[C:4]2[C:9](=[CH:10][CH:11]=1)[N:8]=[CH:7][C:6]([C:12](=[O:14])[CH3:13])=[C:5]2[NH:15][C:16]1[CH:17]=[N:18][N:19]([CH:21]2[CH2:26][CH2:25][N:24]([CH3:27])[CH2:23][CH2:22]2)[CH:20]=1.[Cl:28][C:29]1[CH:34]=[C:33](B2OC(C)(C)C(C)(C)O2)[CH:32]=[C:31]([Cl:44])[C:30]=1[OH:45].C([O-])([O-])=O.[Cs+].[Cs+].[ClH:52]>O1CCOCC1.CO.C1C=CC(P(C2C=CC=CC=2)[C-]2C=CC=C2)=CC=1.C1C=CC(P(C2C=CC=CC=2)[C-]2C=CC=C2)=CC=1.Cl[Pd]Cl.[Fe+2]>[ClH:28].[ClH:52].[Cl:28][C:29]1[CH:34]=[C:33]([C:2]2[CH:3]=[C:4]3[C:9](=[CH:10][CH:11]=2)[N:8]=[CH:7][C:6]([C:12](=[O:14])[CH3:13])=[C:5]3[NH:15][C:16]2[CH:17]=[N:18][N:19]([CH:21]3[CH2:26][CH2:25][N:24]([CH3:27])[CH2:23][CH2:22]3)[CH:20]=2)[CH:32]=[C:31]([Cl:44])[C:30]=1[OH:45] |f:2.3.4,8.9.10.11,12.13.14|. Yield: 42.5%. Reagents/catalysts: C1=CC=C(C=C1)P([C-]2C=CC=C2)C3=CC=CC=C3.C1=CC=C(C=C1)P([C-]2C=CC=C2)C3=CC=CC=C3.Cl[Pd]Cl.[Fe+2] (Pd(dppf)Cl2). Product: Cl.Cl.ClC=1C=C(C=C(C1O)Cl)C=1C=C2C(=C(C=NC2=CC1)C(C)=O)NC=1C=NN(C1)C1CCN(CC1)C (1-(6-(3,5-dichloro-4-hydroxyphenyl)-4-((1-(1-methylpiperidin-4-yl)-1H-pyrazol-4-yl)amino)quinolin-3-yl)ethanone dihydrochloride). Procedure: To a solution of 6.0 g (7.06 mmol) of compound 12 in 150 mL of THF at 0° C. was added a solution of 21.2 mL (21.2 mmol) of tetrabutylammonium fluoride (1.0 M in THF) dropwise over 5 minutes. The mixture was stirred for 30 minutes at 0° C. then the ice bath was removed and the mixture was stirred at ambient temperature for 90 minutes. The mixture was treated with 2 mL of water, concentrated in vacuo, and separated by flash chromatography (silica gel, 5.5×35 cm, 1:1 hexane:chloroform to methylene ... Reaction conditions: temperature 0 celsius, time 30 minute. The yield is 78.6%. The product is C(CCCCCCCCCCC)OC=1N=CSC1C1=C(N=CS1)OCCCCCCCCCCCC (4,4′-bis(dodecyloxy)-5,5′-bithiazole). The solvent is C1CCOC1 (THF). Reactants: C(CCCCCCCCCCC)OC=1N=C(SC1C1=C(N=C(S1)[Si](C(C)C)(C(C)C)C(C)C)OCCCCCCCCCCCC)[Si](C(C)C)(C(C)C)C(C)C (4,4′-bis(dodecyloxy)-2,2′-bis(triisopropylsilyl)-5,5′-bithiazole), [F-].C(CCC)[N+](CCCC)(CCCC)CCCC (tetrabutylammonium fluoride). Reaction SMILES: [CH2:1]([O:13][C:14]1[N:15]=[C:16]([Si](C(C)C)(C(C)C)C(C)C)[S:17][C:18]=1[C:19]1[S:23][C:22]([Si](C(C)C)(C(C)C)C(C)C)=[N:21][C:20]=1[O:34][CH2:35][CH2:36][CH2:37][CH2:38][CH2:39][CH2:40][CH2:41][CH2:42][CH2:43][CH2:44][CH2:45][CH3:46])[CH2:2][CH2:3][CH2:4][CH2:5][CH2:6][CH2:7][CH2:8][CH2:9][CH2:10][CH2:11][CH3:12].[F-].C([N+](CCCC)(CCCC)CCCC)CCC>C1COCC1>[CH2:1]([O:13][C:14]1[N:15]=[CH:16][S:17][C:18]=1[C:19]1[S:23][CH:22]=[N:21][C:20]=1[O:34][CH2:35][CH2:36][CH2:37][CH2:38][CH2:39][CH2:40][CH2:41][CH2:42][CH2:43][CH2:44][CH2:45][CH3:46])[CH2:2][CH2:3][CH2:4][CH2:5][CH2:6][CH2:7][CH2:8][CH2:9][CH2:10][CH2:11][CH3:12] |f:1.2|. The reactants are N1(CCCCC1)N1SC(=CN1)C=1N(C(=CN1)[N+](=O)[O-])C (2-(2-Piperidino-5-thiadiazolyl)-1-methyl-5-nitroimidazole), N1CCNCC1 (piperazine), N1CCCCC1 (piperidine). The product is N1(CCNCC1)N1SC(=CN1)C=1N(C(=CN1)[N+](=O)[O-])C (2-[2-(1-Piperazinyl)-5-thiadiazolyl]-1-methyl-5nitroimidazole). Reaction SMILES: [N:1]1([N:7]2[NH:11][CH:10]=[C:9]([C:12]3[N:13]([CH3:20])[C:14]([N+:17]([O-:19])=[O:18])=[CH:15][N:16]=3)[S:8]2)[CH2:6][CH2:5]C[CH2:3][CH2:2]1.[NH:21]1CCNCC1.N1CCCCC1>>[N:1]1([N:7]2[NH:11][CH:10]=[C:9]([C:12]3[N:13]([CH3:20])[C:14]([N+:17]([O-:19])=[O:18])=[CH:15][N:16]=3)[S:8]2)[CH2:6][CH2:5][NH:21][CH2:3][CH2:2]1. Procedure details: The preparation of the subject compound is carried out essentially as described for the 2-piperidino derivative (Example 28), two equivalents of piperazine replacing the piperidine. The crude project is recrystallized from 2-methoxyethanol to yield the pure compound melting at 240°-241° C. ;cl EXAMPLE 24 The reactants are Ce(III)Cl.7H2O, solution, C[Li] (methyl lithium), CCOCC (Et2O), alcohol, N#N (N2), C(C)(C)(C)OC(=O)N1CCC(C2=CC=C(C=C12)OC)=O (1-t-butoxycarbonyl-1,2,3,4-tetrahydro-7-methoxy4-quinolone). Run in CCOC(=O)C (EtOAc), C1CCOC1 (THF), CCCCCC.CCOC(=O)C (hexane EtOAc), C1CCOC1 (THF). Conditions: temperature 140 celsius, time 1 hour. Yields the product C(C)(C)(C)OC(=O)N1CCC(C2=CC=CC=C12)(OC)O ((R/S)-1-t-Butoxycarbonyl-1,2,3,4-tetrahydro-4-hydroxy-4-methoxyquinoline). Isolated yield 74.0%. RXN SMILES: N#N.C[Li].C[CH2:6][O:7]CC.[C:10]([O:14][C:15]([N:17]1[C:26]2[C:21](=[CH:22][CH:23]=[C:24](OC)[CH:25]=2)[C:20](=[O:29])[CH2:19][CH2:18]1)=[O:16])([CH3:13])([CH3:12])[CH3:11]>C1COCC1.CCOC(C)=O.CCCCCC.CCOC(C)=O>[C:10]([O:14][C:15]([N:17]1[C:26]2[C:21](=[CH:22][CH:23]=[CH:24][CH:25]=2)[C:20]([OH:29])([O:7][CH3:6])[CH2:19][CH2:18]1)=[O:16])([CH3:11])([CH3:12])[CH3:13] |f:6.7|. Procedure: To a flame dried 250 mL 3-necked rb flask equivuipped with a magnetic stir bar was added Ce(III)Cl.7H2O (2.74 g, 7.35 mmol, 2 equiv). The flask was heated in a 140° C. oil bath under reduced pressure (~1 torr) for 2.5 h. The flask was cooled to rt and slowly filled with N2 g. The white powder was suspended in dry THF (30 mL), stirred at rt for 1 h and then cooled to -78° C. To the white suspension was added a 1.4M solution of methyl lithium (MeLi) in Et2O (5.25 mL, 7.35 mmol, 2 equiv) by syringe... The reactants are C(CCCCCCCCC)C1=CC=C(C=C1)C(CO)(CO)[N+](=O)[O-] (2-(4-Decylphenyl)-2-nitro-1,3-propanediol). The reagents and catalysts are [C].[Pd] (palladium carbon). Run in C(C)O (ethanol). Reaction conditions: time 8 hour. Yields the product NC(CO)(CO)C1=CC=C(C=C1)CCCCCCCCCC (2-Amino-2-(4-decylphenyl)-1,3-propanediol). The yield is 5.7%. RXN SMILES: [CH2:1]([C:11]1[CH:16]=[CH:15][C:14]([C:17]([N+:22]([O-])=O)([CH2:20][OH:21])[CH2:18][OH:19])=[CH:13][CH:12]=1)[CH2:2][CH2:3][CH2:4][CH2:5][CH2:6][CH2:7][CH2:8][CH2:9][CH3:10]>C(O)C.[C].[Pd]>[NH2:22][C:17]([C:14]1[CH:13]=[CH:12][C:11]([CH2:1][CH2:2][CH2:3][CH2:4][CH2:5][CH2:6][CH2:7][CH2:8][CH2:9][CH3:10])=[CH:16][CH:15]=1)([CH2:20][OH:21])[CH2:18][OH:19] |f:2.3|. Procedure: 2-(4-Decylphenyl)-2-nitro-1,3-propanediol (170 mg) was dissolved in ethanol (30 ml) and the mixture was subjected to catalytic reduction in the presence of 5% palladium carbon (40 mg) under hydrogen pressure of 20 atm. After stirring the mixture for 8 hours, the insoluble matters were filtered off and the filtrate was concentrated. The residue was purified by preparative thin layer chromatography (silica gel) to give 8.9 mg of the subject compound. Starting materials: [Li+].[OH-] (LiOH), C(C)OC(=O)C1=CN(C2=CC=CC=C12)C=1C=NC=C(C1)[C@H]1N(CCC1)C([C@H](C(C)C)NC([C@H](C)N(C)C(=O)OC(C)(C)C)=O)=O (1-[5-((S)-1-{(S)-2-[(S)-2-(tert-butoxycarbonyl-methyl-amino)-propionylamino]-3-methyl-butyryl}-pyrrolidin-2-yl)-pyridin-3-yl]-1H-indole-3-carboxylic acid ethyl ester), [Li+].[OH-] (LiOH). Run in C1CCOC1 (THF), CO (MeOH), O (water). Reaction conditions: time 5 hour. Yields the product C(C)(C)(C)OC(=O)N([C@H](C(=O)N[C@H](C(=O)N1[C@@H](CCC1)C=1C=C(C=NC1)N1C=C(C2=CC=CC=C12)C(=O)O)C(C)C)C)C (1-[5-((S)-1-{(S)-2-[(S)-2-(tert-Butoxycarbonyl-methyl-amino)-propionylamino]-3-methyl-butyryl}-pyrrolidin-2-yl)-pyridin-3-yl]-1H-indole-3-carboxylic acid). Isolated yield 69.8%. RXN SMILES: C([O:3][C:4]([C:6]1[C:14]2[C:9](=[CH:10][CH:11]=[CH:12][CH:13]=2)[N:8]([C:15]2[CH:16]=[N:17][CH:18]=[C:19]([C@@H:21]3[CH2:25][CH2:24][CH2:23][N:22]3[C:26](=[O:45])[C@@H:27]([NH:31][C:32](=[O:44])[C@@H:33]([N:35]([C:37]([O:39][C:40]([CH3:43])([CH3:42])[CH3:41])=[O:38])[CH3:36])[CH3:34])[CH:28]([CH3:30])[CH3:29])[CH:20]=2)[CH:7]=1)=[O:5])C.[Li+].[OH-]>C1COCC1.CO.O>[C:40]([O:39][C:37]([N:35]([CH3:36])[C@@H:33]([CH3:34])[C:32]([NH:31][C@@H:27]([CH:28]([CH3:29])[CH3:30])[C:26]([N:22]1[CH2:23][CH2:24][CH2:25][C@H:21]1[C:19]1[CH:20]=[C:15]([N:8]2[C:9]3[C:14](=[CH:13][CH:12]=[CH:11][CH:10]=3)[C:6]([C:4]([OH:5])=[O:3])=[CH:7]2)[CH:16]=[N:17][CH:18]=1)=[O:45])=[O:44])=[O:38])([CH3:43])([CH3:42])[CH3:41] |f:1.2|. Procedure details: To a solution of 1-[5-((S)-1-{(S)-2-[(S)-2-(tert-butoxycarbonyl-methyl-amino)-propionylamino]-3-methyl-butyryl}-pyrrolidin-2-yl)-pyridin-3-yl]-1H-indole-3-carboxylic acid ethyl ester (I-2A-2c: 0.29 g, 0.46 mmol) in THF (1 mL) and MeOH (0.3 mL) was added a solution of LiOH (0.035 g, 0.80 mmol) in water (0.3 mL). The resulting mixture was stirred at room temperature for 5 hours. More LiOH (0.065 g, 2.70 mmol) was added and stirring continued for overnight. The reaction mixture was then concentrate... The reactants are CC(C)(O)c1cc(Br)cc(C(=O)O)c1, CN(C)C=O, CC(C)NC(C)C, OB(O)c1ccc(F)cc1F, CC(=O)[O-], CC(=O)[O-], O, [Pd+2]. The product is CC(C)(O)c1cc(C(=O)O)cc(-c2ccc(F)cc2F)c1. Reaction SMILES: [Br:1][c:2]1[cH:3][c:4]([C:5](=[O:6])[OH:7])[cH:8][c:9]([C:11]([CH3:12])([CH3:13])[OH:14])[cH:10]1.[CH3:33][N:34]([CH3:35])[CH:36]=[O:37].[CH:26]([NH:27][CH:28]([CH3:29])[CH3:30])([CH3:31])[CH3:32].[F:15][c:16]1[c:17]([B:23]([OH:24])[OH:25])[cH:18][cH:19][c:20]([F:22])[cH:21]1.[O-:40][C:41]([CH3:42])=[O:43].[O-:44][C:45]([CH3:46])=[O:47].[OH2:38].[Pd+2:39]>>[c:2]1(-[c:17]2[c:16]([F:15])[cH:21][c:20]([F:22])[cH:19][cH:18]2)[cH:3][c:4]([C:5](=[O:6])[OH:7])[cH:8][c:9]([C:11]([CH3:12])([CH3:13])[OH:14])[cH:10]1.